The task is: describe an organic reaction: reactants, conditions, products, and yield. This data is from the Open Reaction Database (ORD), a public repository of structured organic reaction records. Reactants: CCO, CCOC(CN(C(=O)CCl)C(C)C)OCC, [Na+], [Na+], O=C([O-])[O-], Cc1ccccc1S(=O)(=O)O. The product is CC(C)N(CC1OCCCCO1)C(=O)CCl. RXN SMILES: [CH3:34][CH2:35][OH:36].[CH:1]([CH3:2])([CH3:3])[N:4]([C:5]([CH2:6][Cl:7])=[O:8])[CH2:9][CH:10]([O:11][CH2:12][CH3:13])[O:14][CH2:15][CH3:16].[Na+:28].[Na+:29].[O-:30][C:31](=[O:32])[O-:33].[c:17]1([CH3:18])[c:19]([S:20]([OH:21])(=[O:22])=[O:23])[cH:24][cH:25][cH:26][cH:27]1>>[CH:1]([CH3:2])([CH3:3])[N:4]([C:5]([CH2:6][Cl:7])=[O:8])[CH2:9][CH:10]1[O:11][CH2:12][CH2:13][CH2:16][CH2:15][O:14]1. Reactants: C(=O)(OCC1=CC=CC=C1)CN1C=NCC1 (N-carbobenzyloxymethylimidazoline), Cl (hydrogen chloride), C(C)O (ethanol), [H][H] (hydrogen). Reagents/catalysts: [Pd] (palladium-on-charcoal). The solvent is C(C)(=O)OCC (ethyl acetate). Yields the product Cl.C(=O)(O)CN1C=NCC1 (N-Carboxymethylimidazoline Hydrochloride). As a reaction SMILES: [C:1]([CH2:11][N:12]1[CH2:16][CH2:15][N:14]=[CH:13]1)([O:3]CC1C=CC=CC=1)=[O:2].C(O)C.[H][H].[ClH:22]>C(OCC)(=O)C.[Pd]>[ClH:22].[C:1]([CH2:11][N:12]1[CH2:16][CH2:15][N:14]=[CH:13]1)([OH:3])=[O:2] |f:6.7|. Reported procedure: A suspension of 10.9 g. (0.05 mole) of N-carbobenzyloxymethylimidazoline and 50 mg. of 5% palladium-on-charcoal in 100 ml. of ethanol is shaken in an atmosphere of hydrogen at atmospheric pressure. When the theoretical amount of hydrogen has been absorbed, the spent catalyst is filtered and the filtrate treated with one equivalent of hydrogen chloride dissolved in ethyl acetate. The resulting solution is then concentrated to dryness in vacuo and the residual product triturated with ether and fil... Product: CSc1nc(-c2cccc(NC(=O)N3CCOCC3)c2)c2c(N)c(C(=O)NC(C)(C)C)sc2n1. RXN SMILES: [CH2:39]1[CH2:40][O:41][CH2:42][CH2:43][NH:44]1.[CH:45]([N:46]([CH2:47][CH3:48])[CH:49]([CH3:50])[CH3:51])([CH3:52])[CH3:53].[Cl:54][CH2:55][Cl:56].[NH2:1][c:2]1[c:3]([C:32](=[O:33])[NH:34][C:35]([CH3:36])([CH3:37])[CH3:38])[s:4][c:5]2[n:6][c:7]([S:30][CH3:31])[n:8][c:9](-[c:11]3[cH:12][c:13]([NH:17][C:18](=[O:19])[O:20][c:21]4[cH:22][cH:23][c:24]([N+:25]([O-:26])=[O:27])[cH:28][cH:29]4)[cH:14][cH:15][cH:16]3)[c:10]12>>[NH2:1][c:2]1[c:3]([C:32](=[O:33])[NH:34][C:35]([CH3:36])([CH3:37])[CH3:38])[s:4][c:5]2[n:6][c:7]([S:30][CH3:31])[n:8][c:9](-[c:11]3[cH:12][c:13]([NH:17][C:18](=[O:19])[N:44]4[CH2:39][CH2:40][O:41][CH2:42][CH2:43]4)[cH:14][cH:15][cH:16]3)[c:10]12. Reactants: C1COCCN1, CCN(C(C)C)C(C)C, ClCCl, CSc1nc(-c2cccc(NC(=O)Oc3ccc([N+](=O)[O-])cc3)c2)c2c(N)c(C(=O)NC(C)(C)C)sc2n1. The reactants are ClCCl, CC(C)=CCCC(C)CC(C)O, [Na+], [Na+], O=[Cr](=O)([O-])O[Cr](=O)(=O)[O-], O, O=S(=O)(O)O. The product is CC(=O)CC(C)CCC=C(C)C. RXN SMILES: [CH2:13]([Cl:14])[Cl:15].[CH3:1][CH:2]([CH2:3][CH:4]([CH3:5])[OH:6])[CH2:7][CH2:8][CH:9]=[C:10]([CH3:11])[CH3:12].[Na+:16].[Na+:17].[O-:18][Cr:19]([O:20][Cr:21](=[O:22])(=[O:23])[O-:24])(=[O:25])=[O:26].[OH2:32].[S:27](=[O:28])(=[O:29])([OH:30])[OH:31]>>[CH3:1][CH:2]([CH2:3][C:4]([CH3:5])=[O:6])[CH2:7][CH2:8][CH:9]=[C:10]([CH3:11])[CH3:12]. Starting materials: [Cl-], C1CCOC1, CC(=O)c1cccc(O)c1, Cc1cccc([Mg+])c1. Yields the product Cc1cccc(C(C)(O)c2cccc(O)c2)c1. RXN SMILES: [Cl-:11].[O:20]1[CH2:21][CH2:22][CH2:23][CH2:24]1.[OH:1][c:2]1[cH:3][c:4]([C:8]([CH3:9])=[O:10])[cH:5][cH:6][cH:7]1.[c:12]1([CH3:19])[cH:13][c:14]([Mg+:18])[cH:15][cH:16][cH:17]1>>[OH:1][c:2]1[cH:3][c:4]([C:8]([CH3:9])([OH:10])[c:14]2[cH:13][c:12]([CH3:19])[cH:17][cH:16][cH:15]2)[cH:5][cH:6][cH:7]1. The reactants are CSSC, ClCCl, CC(C)(C)ON=O, Cn1nc(-c2c(F)cc(Cl)c3nc(N)sc23)c(Cl)c1OC(F)F. RXN SMILES: [CH3:1][S:2][S:3][CH3:4].[Cl:35][CH2:36][Cl:37].[N:5]([O:6][C:7]([CH3:8])([CH3:9])[CH3:10])=[O:11].[NH2:12][c:13]1[s:14][c:15]2[c:16]([n:17]1)[c:18]([Cl:34])[cH:19][c:20]([F:33])[c:21]2-[c:22]1[n:23][n:24]([CH3:32])[c:25]([O:28][CH:29]([F:30])[F:31])[c:26]1[Cl:27]>>[S:3]([CH3:4])[c:13]1[s:14][c:15]2[c:16]([n:17]1)[c:18]([Cl:34])[cH:19][c:20]([F:33])[c:21]2-[c:22]1[n:23][n:24]([CH3:32])[c:25]([O:28][CH:29]([F:30])[F:31])[c:26]1[Cl:27]. Yields the product CSc1nc2c(Cl)cc(F)c(-c3nn(C)c(OC(F)F)c3Cl)c2s1.